Dataset: the Open Reaction Database (ORD), a public repository of structured organic reaction records. Task: describe an organic reaction: reactants, conditions, products, and yield The reactants are Cl, [Na+], COC(=O)C1CN(CCSc2cccs2)CCC1CCC(=O)c1ccnc2ccc(OC)cc12, [OH-]. The product is COc1ccc2nccc(C(=O)CCC3CCN(CCSc4cccs4)CC3C(=O)O)c2c1. As a reaction SMILES: [ClH:37].[Na+:36].[O:1]=[C:2]([CH2:3][CH2:4][CH:5]1[CH:6]([C:19](=[O:20])[O:21][CH3:22])[CH2:7][N:8]([CH2:11][CH2:12][S:13][c:14]2[s:15][cH:16][cH:17][cH:18]2)[CH2:9][CH2:10]1)[c:23]1[cH:24][cH:25][n:26][c:27]2[cH:28][cH:29][c:30]([O:33][CH3:34])[cH:31][c:32]12.[OH-:35]>>[O:1]=[C:2]([CH2:3][CH2:4][CH:5]1[CH:6]([C:19](=[O:20])[OH:21])[CH2:7][N:8]([CH2:11][CH2:12][S:13][c:14]2[s:15][cH:16][cH:17][cH:18]2)[CH2:9][CH2:10]1)[c:23]1[cH:24][cH:25][n:26][c:27]2[cH:28][cH:29][c:30]([O:33][CH3:34])[cH:31][c:32]12.